The task is: describe an organic reaction: reactants, conditions, products, and yield. This data is from the Open Reaction Database (ORD), a public repository of structured organic reaction records. The reactants are CC(C)(C)OC(=O)N1CCN(c2nc(N)nc3c2CCC2=C3C3CCCCC3O2)CC1, O=C(O)C(F)(F)F. The product is Nc1nc2c(c(N3CCNCC3)n1)CCC1=C2C2CCCCC2O1. RXN SMILES: [NH2:1][c:2]1[n:3][c:4]2[c:9]([c:10]([N:12]3[CH2:13][CH2:14][N:15]([C:18]([O:19][C:20]([CH3:21])([CH3:22])[CH3:23])=[O:24])[CH2:16][CH2:17]3)[n:11]1)[CH2:8][CH2:7][C:6]1=[C:5]2[CH:27]2[CH:26]([O:25]1)[CH2:31][CH2:30][CH2:29][CH2:28]2.[OH:32][C:33]([C:34]([F:35])([F:36])[F:37])=[O:38]>>[NH2:1][c:2]1[n:3][c:4]2[c:9]([c:10]([N:12]3[CH2:13][CH2:14][NH:15][CH2:16][CH2:17]3)[n:11]1)[CH2:8][CH2:7][C:6]1=[C:5]2[CH:27]2[CH:26]([O:25]1)[CH2:31][CH2:30][CH2:29][CH2:28]2. Starting materials: molecular bromine, FC1=C(C(CC2OC(=O)C3=CC=CC=C23)=O)C(=C(C(=C1F)OC)F)F (3-(2',3',5',6'-tetrafluoro-4'-methoxyphenacyl)phthalide), ice. Run in C(C)(=O)O (acetic acid), C(C)(=O)O (acetic acid). The product is FC1=C(C(C=C2OC(=O)C3=CC=CC=C23)=O)C(=C(C(=C1F)OC)F)F (3-(2',3',5',6'-tetrafluoro-4'-methoxyphenacylidene)phthalide). The yield is 39.0%. RXN SMILES: [F:1][C:2]1[C:20]([F:21])=[C:19]([O:22][CH3:23])[C:18]([F:24])=[C:17]([F:25])[C:3]=1[C:4](=[O:16])[CH2:5][CH:6]1[C:15]2[C:10](=[CH:11][CH:12]=[CH:13][CH:14]=2)[C:8](=[O:9])[O:7]1>C(O)(=O)C>[F:1][C:2]1[C:20]([F:21])=[C:19]([O:22][CH3:23])[C:18]([F:24])=[C:17]([F:25])[C:3]=1[C:4](=[O:16])[CH:5]=[C:6]1[C:15]2[C:10](=[CH:11][CH:12]=[CH:13][CH:14]=2)[C:8](=[O:9])[O:7]1. Reported procedure: A mixture of 3 gm (8 mmol) of 3-(2',3',5',6'-tetrafluoro-4'-methoxyphenacyl)phthalide in 40 ml of glacial acetic acid was heated and stirred at 55°-60° C., and 3 gm of molecular bromine in 20 ml of glacial acetic acid was added dropwise. The colorless solution of the α-brominated starting material was thereafter added to 260 ml of ice cold water with vigorous stirring. The white precipitate was filtered and dried, dissolved in 150 ml of methylene chloride and refluxed for 2 hours in the presence...